This data is from the Open Reaction Database (ORD), a public repository of structured organic reaction records. The task is: describe an organic reaction: reactants, conditions, products, and yield Reactants: C(C)C1=CC=CC=C1 (ethylbenzene), FC1=C(C#N)C(=C(C(=C1F)C#N)F)F (2,3,5,6-tetrafluoroterephthalonitrile), [H][H] (hydrogen), FC1=C(C#N)C(=C(C(=C1F)C#N)F)F (2,3,5,6-tetrafluoroterephthalonitrile), 41. The reagents and catalysts are [Pd] (palladium). Solvent: stainless steel. Conditions: temperature 190 celsius. Product: FC1=C(C#N)C(=C(C=C1F)F)F (2,3,5,6-tetrafluorobenzonitrile). Reaction SMILES: C(C1C=CC=CC=1)C.[F:9][C:10]1[C:17]([F:18])=[C:16](C#N)[C:15]([F:21])=[C:14]([F:22])[C:11]=1[C:12]#[N:13].[H][H]>[Pd]>[F:9][C:10]1[C:17]([F:18])=[CH:16][C:15]([F:21])=[C:14]([F:22])[C:11]=1[C:12]#[N:13]. Reported procedure: 200 g of ethylbenzene, 0.30 g of 5% palladium/activated carbon, and 6.0 g of 2,3,5,6-tetrafluoroterephthalonitrile were added to a 1000 cc stainless steel autoclave in a nitrogen atmosphere. The gas phase was sufficiently replaced with a mixed gas of 41 vol % hydrogen and 59 vol % nitrogen, then the mixed gas was used to keep the pressure at 0.23 MPa and the temperature was maintained at 190° C. After 2, 4, and 6 hours, the reaction solution was analyzed by gas chromatography, whereupon the conv... Reactants: FC=1C=C2C(=CC(=NC2=CC1)C)C(=O)O (6-fluoro-2-methylquinoline-4-carboxylic acid), P(Cl)(Cl)(Cl)(Cl)Cl (PCl5). Solvent: ClCCl (dichloromethane). Yields the product FC=1C=C2C(=CC(=NC2=CC1)C)C(=O)Cl (6-fluoro-2-methylquinoline-4-carbonyl chloride). Reaction SMILES: [F:1][C:2]1[CH:3]=[C:4]2[C:9](=[CH:10][CH:11]=1)[N:8]=[C:7]([CH3:12])[CH:6]=[C:5]2[C:13]([OH:15])=O.P(Cl)(Cl)(Cl)(Cl)[Cl:17]>ClCCl>[F:1][C:2]1[CH:3]=[C:4]2[C:9](=[CH:10][CH:11]=1)[N:8]=[C:7]([CH3:12])[CH:6]=[C:5]2[C:13]([Cl:17])=[O:15]. Procedure details: A solution of 6-fluoro-2-methylquinoline-4-carboxylic acid (500 mg) and PCl5 (500 mg) in dichloromethane (10 mL) was refluxed for half an hour. Then dichloromethane and POCl3 were removed under reduced pressure to give 6-fluoro-2-methylquinoline-4-carbonyl chloride.